From a dataset of the Open Reaction Database (ORD), a public repository of structured organic reaction records. describe an organic reaction: reactants, conditions, products, and yield The reactants are C1CCOC1, CO, CNC(=O)c1cccc(F)c1Nc1nc(Nc2ccc3c(c2)NC(=O)C(NC(=O)C(F)(F)F)CC3(C)C)ncc1Cl, [NH4+], [Na+], [OH-], [OH-]. The product is CNC(=O)c1cccc(F)c1Nc1nc(Nc2ccc3c(c2)NC(=O)C(N)CC3(C)C)ncc1Cl. Reaction SMILES: [CH2:44]1[O:45][CH2:46][CH2:47][CH2:48]1.[CH3:51][OH:52].[Cl:1][c:2]1[c:3]([NH:30][c:31]2[c:32]([C:33](=[O:34])[NH:35][CH3:36])[cH:37][cH:38][cH:39][c:40]2[F:41])[n:4][c:5]([NH:8][c:9]2[cH:10][c:11]3[c:12]([cH:28][cH:29]2)[C:13]([CH3:26])([CH3:27])[CH2:14][CH:15]([NH:19][C:20](=[O:21])[C:22]([F:23])([F:24])[F:25])[C:16](=[O:18])[NH:17]3)[n:6][cH:7]1.[NH4+:43].[Na+:50].[OH-:42].[OH-:49]>>[Cl:1][c:2]1[c:3]([NH:30][c:31]2[c:32]([C:33](=[O:34])[NH:35][CH3:36])[cH:37][cH:38][cH:39][c:40]2[F:41])[n:4][c:5]([NH:8][c:9]2[cH:10][c:11]3[c:12]([cH:28][cH:29]2)[C:13]([CH3:26])([CH3:27])[CH2:14][CH:15]([NH2:19])[C:16](=[O:18])[NH:17]3)[n:6][cH:7]1. Reactants: CSc1ccc(C(C)Sc2ncnc3c(N4CCS(=O)CC4)nc(Cl)nc23)cc1, NCCO. Product: CSc1ccc(C(C)Sc2ncnc3c(N4CCS(=O)CC4)nc(NCCO)nc23)cc1. RXN SMILES: [Cl:1][c:2]1[n:3][c:4]([N:23]2[CH2:24][CH2:25][S:26](=[O:29])[CH2:27][CH2:28]2)[c:5]2[c:6]([n:7]1)[c:8]([S:12][CH:13]([c:14]1[cH:15][cH:16][c:17]([S:20][CH3:21])[cH:18][cH:19]1)[CH3:22])[n:9][cH:10][n:11]2.[OH:30][CH2:31][CH2:32][NH2:33]>>[c:2]1([NH:33][CH2:32][CH2:31][OH:30])[n:3][c:4]([N:23]2[CH2:24][CH2:25][S:26](=[O:29])[CH2:27][CH2:28]2)[c:5]2[c:6]([n:7]1)[c:8]([S:12][CH:13]([c:14]1[cH:15][cH:16][c:17]([S:20][CH3:21])[cH:18][cH:19]1)[CH3:22])[n:9][cH:10][n:11]2. Reactants: CC(C)O, Clc1ncnc2c1c(I)cn2C1CCC1, N, C1COCCO1. Yields the product Nc1ncnc2c1c(I)cn2C1CCC1. RXN SMILES: [CH:23]([OH:24])([CH3:25])[CH3:26].[Cl:2][c:3]1[c:4]2[c:5]([n:6][cH:7][n:8]1)[n:9]([CH:13]1[CH2:14][CH2:15][CH2:16]1)[cH:10][c:11]2[I:12].[NH3:1].[O:17]1[CH2:18][CH2:19][O:20][CH2:21][CH2:22]1>>[NH2:1][c:3]1[c:4]2[c:5]([n:6][cH:7][n:8]1)[n:9]([CH:13]1[CH2:14][CH2:15][CH2:16]1)[cH:10][c:11]2[I:12]. The reactants are CCNC1CCC(NS(=O)(=O)c2ccc(-c3ccc(F)cc3F)cc2)CC1, CCNC. Yields the product CCN(C)C1CCC(NS(=O)(=O)c2ccc(-c3ccc(F)cc3F)cc2)CC1. RXN SMILES: [CH2:1]([CH3:2])[NH:3][CH:4]1[CH2:5][CH2:6][CH:7]([NH:10][S:11](=[O:12])(=[O:13])[c:14]2[cH:15][cH:16][c:17](-[c:20]3[c:21]([F:27])[cH:22][c:23]([F:26])[cH:24][cH:25]3)[cH:18][cH:19]2)[CH2:8][CH2:9]1.[CH2:28]([NH:29][CH3:30])[CH3:31]>>[CH2:1]([CH3:2])[N:3]([CH:4]1[CH2:5][CH2:6][CH:7]([NH:10][S:11](=[O:12])(=[O:13])[c:14]2[cH:15][cH:16][c:17](-[c:20]3[c:21]([F:27])[cH:22][c:23]([F:26])[cH:24][cH:25]3)[cH:18][cH:19]2)[CH2:8][CH2:9]1)[CH3:28].